This data is from the Open Reaction Database (ORD), a public repository of structured organic reaction records. The task is: describe an organic reaction: reactants, conditions, products, and yield Reactants: ClC1=CC=C(C(=O)N2C(=C(C3=CC(=CC=C23)OC)CC(=O)OCC(=O)OCC=C)C)C=C1 (Allyl 1-(4-chlorobenzoyl)-5-methoxy-2-methyl-3-indoleacetoxyacetate), C1(=CC=CC=C1)P(C1=CC=CC=C1)C1=CC=CC=C1 (triphenylphosphine), N1CCCCC1 (piperidine). The reagents and catalysts are [Pd] (palladium on charcoal). The solvent is C1(=CC=CC=C1)C (toluene). The product is CC1=C(C=2C=C(C=CC2N1C(=O)C=3C=CC(=CC3)Cl)OC)CC(=O)OCC(=O)O (Acemetacin). Reaction SMILES: [Cl:1][C:2]1[CH:32]=[CH:31][C:5]([C:6]([N:8]2[C:16]3[C:11](=[CH:12][C:13]([O:17][CH3:18])=[CH:14][CH:15]=3)[C:10]([CH2:19][C:20]([O:22][CH2:23][C:24]([O:26]CC=C)=[O:25])=[O:21])=[C:9]2[CH3:30])=[O:7])=[CH:4][CH:3]=1.C1(P(C2C=CC=CC=2)C2C=CC=CC=2)C=CC=CC=1.N1CCCCC1>[Pd].C1(C)C=CC=CC=1>[CH3:30][C:9]1[N:8]([C:6]([C:5]2[CH:31]=[CH:32][C:2]([Cl:1])=[CH:3][CH:4]=2)=[O:7])[C:16]2[CH:15]=[CH:14][C:13]([O:17][CH3:18])=[CH:12][C:11]=2[C:10]=1[CH2:19][C:20]([O:22][CH2:23][C:24]([OH:26])=[O:25])=[O:21]. Procedure details: 31.9 g of acemetacin allyl ester, 100 ml of toluene, 2.3 g of triphenylphosphine and 0.75 g of palladium on charcoal (5% strength) are taken as an initial charge, under nitrogen. 11.9 g of piperidine are added dropwise, with stirring, and the mixture is then stirred for a further 3 hours at 90° C. It is filtered hot and the catalyst is rinsed with hot toluene. The filtrate is evaporated, the residue is taken up in methylene chloride (about 300 ml) and this solution is washed with half-concentrat... Reactants: C=CCc1cc2c(C(=O)NC)c(-c3ccc(F)cc3)oc2nc1N(C)S(C)(=O)=O, CC1(C)OO1, CC(C)=O. The product is CNC(=O)c1c(-c2ccc(F)cc2)oc2nc(N(C)S(C)(=O)=O)c(CC3CO3)cc12. As a reaction SMILES: [CH2:1]([CH:2]=[CH2:3])[c:4]1[cH:5][c:6]2[c:7]([n:8][c:9]1[N:10]([S:11](=[O:12])(=[O:13])[CH3:14])[CH3:15])[o:16][c:17](-[c:23]1[cH:24][cH:25][c:26]([F:29])[cH:27][cH:28]1)[c:18]2[C:19](=[O:20])[NH:21][CH3:22].[CH3:30][C:31]1([CH3:33])[O:32][O:34]1.[CH3:35][C:36](=[O:37])[CH3:38]>>[CH2:1]([CH:2]1[CH2:3][O:32]1)[c:4]1[cH:5][c:6]2[c:7]([n:8][c:9]1[N:10]([S:11](=[O:12])(=[O:13])[CH3:14])[CH3:15])[o:16][c:17](-[c:23]1[cH:24][cH:25][c:26]([F:29])[cH:27][cH:28]1)[c:18]2[C:19](=[O:20])[NH:21][CH3:22]. Reactants: ClC1=C2C(=NC(=C1)OC1CCCC1)CCC2 (4-chloro-2-(cyclopentyloxy)-6,7-dihydro-5H-cyclopenta[b]pyridine), NC1=CC=C(C=C1)CC(=O)OCC (ethyl 2-(4-aminophenyl)acetate). The product is C1(CCCC1)OC1=CC(=C2C(=N1)CCC2)NC2=CC=C(C=C2)CC(=O)OCC (ethyl 2-(4-((2-(cyclopentyloxy)-6,7-dihydro-5H-cyclopenta[b]pyridin-4-yl)amino)phenyl)acetate). Isolated yield 79.8%. RXN SMILES: Cl[C:2]1[CH:7]=[C:6]([O:8][CH:9]2[CH2:13][CH2:12][CH2:11][CH2:10]2)[N:5]=[C:4]2[CH2:14][CH2:15][CH2:16][C:3]=12.[NH2:17][C:18]1[CH:23]=[CH:22][C:21]([CH2:24][C:25]([O:27][CH2:28][CH3:29])=[O:26])=[CH:20][CH:19]=1>>[CH:9]1([O:8][C:6]2[N:5]=[C:4]3[CH2:14][CH2:15][CH2:16][C:3]3=[C:2]([NH:17][C:18]3[CH:19]=[CH:20][C:21]([CH2:24][C:25]([O:27][CH2:28][CH3:29])=[O:26])=[CH:22][CH:23]=3)[CH:7]=2)[CH2:13][CH2:12][CH2:11][CH2:10]1. Procedure: Following general procedure B2, 4-chloro-2-(cyclopentyloxy)-6,7-dihydro-5H-cyclopenta[b]pyridine (0.070 g, 0.29 mmol) was reacted with ethyl 2-(4-aminophenyl)acetate (0.080 g, 0.44 mmol) to afford the title compound (0.088 g, 78%) as a yellow foam. MW=380.48. APCI MS m/z 381 [M+H]+. The product is C=C=CC(C)(O)c1ccccc1-c1ccccc1. Starting materials: CCOCC, CCCCC, [Na+], C1CCOC1, [OH-], CN(C)CC#CC(C)(O)c1ccccc1-c1ccccc1, c1ccccc1. RXN SMILES: [CH3:24][CH2:25][O:26][CH2:27][CH3:28].[CH3:40][CH2:41][CH2:42][CH2:43][CH3:44].[Na+:23].[O:29]1[CH2:30][CH2:31][CH2:32][CH2:33]1.[OH-:22].[c:1]1(-[c:16]2[cH:17][cH:18][cH:19][cH:20][cH:21]2)[c:2]([C:7]([CH3:8])([C:9]#[C:10][CH2:11][N:12]([CH3:13])[CH3:14])[OH:15])[cH:3][cH:4][cH:5][cH:6]1.[cH:34]1[cH:35][cH:36][cH:37][cH:38][cH:39]1>>[c:1]1(-[c:16]2[cH:17][cH:18][cH:19][cH:20][cH:21]2)[c:2]([C:7]([CH3:8])([CH:9]=[C:10]=[CH2:11])[OH:15])[cH:3][cH:4][cH:5][cH:6]1. The reactants are CNC(=O)C=1C(=NOC1C(=O)O)C1=CC=CC=C1 (4-(methylcarbamoyl)-3-phenylisoxazole-5-carboxylic acid), O\N=C(/N)\C1=CC=C(CN2CC(C2)C(=O)OC(C)(C)C)C=C1 ((Z)-tert-butyl 1-(4-(N′-hydroxycarbamimidoyl)benzyl)azetidine-3-carboxylate), C=1C=CC2=C(C1)N=NN2O (HOBT), C(CCl)Cl (EDC), C(C)(C)N(CC)C(C)C (diisopropylethylamine). Solvent: CN(C)C=O (DMF). Conditions: time 18 hour. Product: CNC(=O)C=1C(=NOC1C1=NC(=NO1)C1=CC=C(CN2CC(C2)C(=O)OC(C)(C)C)C=C1)C1=CC=CC=C1 (tert-butyl 1-(4-(5-(4-(methylcarbamoyl)-3-phenylisoxazol-5-yl)-1,2,4-oxadiazol-3-yl)benzyl)azetidine-3-carboxylate). Isolated yield 43.3%. As a reaction SMILES: [CH3:1][NH:2][C:3]([C:5]1[C:6]([C:13]2[CH:18]=[CH:17][CH:16]=[CH:15][CH:14]=2)=[N:7][O:8][C:9]=1[C:10]([OH:12])=O)=[O:4].O/[N:20]=[C:21](/[C:23]1[CH:40]=[CH:39][C:26]([CH2:27][N:28]2[CH2:31][CH:30]([C:32]([O:34][C:35]([CH3:38])([CH3:37])[CH3:36])=[O:33])[CH2:29]2)=[CH:25][CH:24]=1)\[NH2:22].C1C=CC2N(O)N=NC=2C=1.C(Cl)CCl.C(N(C(C)C)CC)(C)C>CN(C=O)C>[CH3:1][NH:2][C:3]([C:5]1[C:6]([C:13]2[CH:18]=[CH:17][CH:16]=[CH:15][CH:14]=2)=[N:7][O:8][C:9]=1[C:10]1[O:12][N:22]=[C:21]([C:23]2[CH:24]=[CH:25][C:26]([CH2:27][N:28]3[CH2:29][CH:30]([C:32]([O:34][C:35]([CH3:36])([CH3:38])[CH3:37])=[O:33])[CH2:31]3)=[CH:39][CH:40]=2)[N:20]=1)=[O:4]. Reported procedure: A mixture of 4-(methylcarbamoyl)-3-phenylisoxazole-5-carboxylic acid (32 mg, 0.130 mmol), (Z)-tert-butyl 1-(4-(N′-hydroxycarbamimidoyl)benzyl)azetidine-3-carboxylate, Int.1, (39.7 mg, 0.130 mmol), HOBT (31.8 mg, 0.208 mmol), EDC (58.5 mg, 0.305 mmol) and diisopropylethylamine (0.091 mL, 0.520 mmol) in DMF (1 mL) was stirred at rt for 18 hr. After warming to 60° C. for 3 hr, the reaction mixture was partitioned between EtOAc (30 mL) and saturated sodium bicarbonate solution (30 mL). The organic l... Reactants: CC=1NC(=C(N1)C)C=1C=C(C(=O)O)C=CC1C (3-(2,4-dimethyl-1H-imidazol-5-yl)-4-methylbenzoic acid), IC1=C(N=C(N1)C1(CCN(CC1)C(=O)OC(C)(C)C)C)C (tert-butyl 4-(5-iodo-4-methyl-1H-imidazol-2-yl)-4-methylpiperidine-1-carboxylate), IC1=C(N=C(N1)C1(CCN(CC1)C(=O)OC(C)(C)C)C)C (tert-butyl 4-(5-iodo-4-methyl-1H-imidazol-2-yl)-4-methylpiperidine-1-carboxylate), IC1=C(N=C(N1)C)C (5-iodo-2,4-dimethyl-1H-imidazole). Yields the product C(C)(C)(C)OC(=O)N1CCC(CC1)(C)C=1NC(=C(N1)C)C=1C=C(C(=O)O)C=CC1C (3-(2-(1-(tert-Butoxycarbonyl)-4-methylpiperidin-4-yl)-4-methyl-1H-imidazol-5-yl)-4-methylbenzoic acid). As a reaction SMILES: [CH3:1][C:2]1[NH:3][C:4]([C:8]2[CH:9]=[C:10]([CH:14]=[CH:15][C:16]=2[CH3:17])[C:11]([OH:13])=[O:12])=[C:5]([CH3:7])[N:6]=1.IC1NC(C2(C)[CH2:29][CH2:28][N:27]([C:30]([O:32][C:33]([CH3:36])([CH3:35])[CH3:34])=[O:31])[CH2:26][CH2:25]2)=NC=1C.I[C:40]1NC(C)=NC=1C>>[C:33]([O:32][C:30]([N:27]1[CH2:28][CH2:29][C:1]([C:2]2[NH:3][C:4]([C:8]3[CH:9]=[C:10]([CH:14]=[CH:15][C:16]=3[CH3:17])[C:11]([OH:13])=[O:12])=[C:5]([CH3:7])[N:6]=2)([CH3:40])[CH2:25][CH2:26]1)=[O:31])([CH3:36])([CH3:35])[CH3:34]. Procedure: The title compound was prepared using standard chemical manipulations and procedures similar to those used for the preparation of compound 5.7, except tert-butyl 4-(5-iodo-4-methyl-1H-imidazol-2-yl)-4-methylpiperidine-1-carboxylate (compound 185.1) was used in place of 5-iodo-2,4-dimethyl-1H-imidazole (compound 5.5). Reactants: II (iodine), C(CCC)[Li] (n-Butyllithium), II (iodine), O (water), BrC1=CC2=CC=C(C=C2C=C1)OC (2-bromo-6-methoxy-naphthalene). Run in C1CCOC1 (THF), C1CCOC1 (THF). Reaction conditions: temperature -75 celsius, time 15 minute. Yields the product IC1=CC2=CC=C(C=C2C=C1)OC (2-iodo-6-methoxy-naphthalene). As a reaction SMILES: C([Li])CCC.Br[C:7]1[CH:16]=[CH:15][C:14]2[C:9](=[CH:10][CH:11]=[C:12]([O:17][CH3:18])[CH:13]=2)[CH:8]=1.[I:19]I.O>C1COCC1>[I:19][C:7]1[CH:16]=[CH:15][C:14]2[C:9](=[CH:10][CH:11]=[C:12]([O:17][CH3:18])[CH:13]=2)[CH:8]=1. Reported procedure: n-Butyllithium (2.5 M in hexanes, 92 mL, 230 mmol) is added via dropping funnel to a solution of 2-bromo-6-methoxy-naphthalene (49.5 g, 209 mmol) in anhydrous THF (2 L) at −75° C. at such a rate that the temperature is kept below −70° C. (over 45 min). The resulting yellow solution is stirred for 15 min at −75° C. A solution of iodine (58.3 g, 230 mmol) in anhydrous THF (100 mL) is added via a fresh dropping funnel until the red iodine colour persists (addition over 45 min, max. temp. −68° C.). ...